Dataset: the Open Reaction Database (ORD), a public repository of structured organic reaction records. Task: describe an organic reaction: reactants, conditions, products, and yield Reactants: C(C)(C)(C)OC(NC1(COC(OC1)(C)C)CCC1=CC(=C(C=C1)OCCCC1=CC(=C(C=C1)F)Cl)C(F)(F)F)=O ([5-(2-{4-[3-(3-chloro-4-fluorophenyl)propoxy]-3-trifluoromethylphenyl}ethyl)-2,2-dimethyl-1,3-dioxan-5-yl]carbamic acid t-butyl ester), Cl (hydrochloric acid). The solvent is C(C)O (ethanol). Run at temperature 80 celsius, time 2 hour. Product: Cl.NC(CO)(CO)CCC1=CC(=C(C=C1)OCCCC1=CC(=C(C=C1)F)Cl)C(F)(F)F (2-amino-2-(2-{4-[3-(3-chloro-4-fluorophenyl)propoxy]-3-trifluoromethylphenyl}ethyl)propane-1,3-diol hydrochloride). Yield: 170.5%. Reaction SMILES: C(OC(=O)[NH:7][C:8]1([CH2:16][CH2:17][C:18]2[CH:23]=[CH:22][C:21]([O:24][CH2:25][CH2:26][CH2:27][C:28]3[CH:33]=[CH:32][C:31]([F:34])=[C:30]([Cl:35])[CH:29]=3)=[C:20]([C:36]([F:39])([F:38])[F:37])[CH:19]=2)[CH2:13][O:12]C(C)(C)[O:10][CH2:9]1)(C)(C)C.Cl>C(O)C>[ClH:35].[NH2:7][C:8]([CH2:16][CH2:17][C:18]1[CH:23]=[CH:22][C:21]([O:24][CH2:25][CH2:26][CH2:27][C:28]2[CH:33]=[CH:32][C:31]([F:34])=[C:30]([Cl:35])[CH:29]=2)=[C:20]([C:36]([F:39])([F:38])[F:37])[CH:19]=1)([CH2:13][OH:12])[CH2:9][OH:10] |f:3.4|. Reported procedure: Compound 61-4 (740 mg) was dissolved in ethanol (15 ml), concentrated hydrochloric acid (1.5 ml) was added, and the mixture was stirred at 80° C. for 2 hr. The reaction mixture was concentrated, and the residue was washed with diethyl ether to give the object product (520 mg) as a white powder. Starting materials: C=1C=CC(=CC1)[C@@H]2[C@H](O2)C=3C=CC=CC3 (trans-stilbene oxide), NCC1OCCCC1 (2-aminomethyltetrahydropyran). Run at temperature 140 celsius, time 14 hour. Yields the product C1(=CC=CC=C1)C(C(C1=CC=CC=C1)NCC1OCCCC1)O (α-Phenyl-β-[(tetrahydro-2H-pyran-2-ylmethyl)amino]benzeneethanol). Isolated yield 83.2%. As a reaction SMILES: [CH:1]1[CH:2]=[CH:3][C:4]([C@H:7]2[O:9][C@@H:8]2[C:10]2[CH:11]=[CH:12][CH:13]=[CH:14][CH:15]=2)=[CH:5][CH:6]=1.[NH2:16][CH2:17][CH:18]1[CH2:23][CH2:22][CH2:21][CH2:20][O:19]1>>[C:10]1([CH:8]([OH:9])[CH:7]([NH:16][CH2:17][CH:18]2[CH2:23][CH2:22][CH2:21][CH2:20][O:19]2)[C:4]2[CH:3]=[CH:2][CH:1]=[CH:6][CH:5]=2)[CH:11]=[CH:12][CH:13]=[CH:14][CH:15]=1. Procedure: A mixture of trans-stilbene oxide (1.96 g, 0.010 mol) and 2-aminomethyltetrahydropyran (3.45 g, 0.030 mol) was heated in an oil bath at 140° C. for 6 hours. After standing at ambient temperature for 14 hours, the solidified reaction mixture was triturated with isooctane, and the tan solid collected by filtration to obtain 2.59 g (83% yield) of the product. The material was recrystallized from toluene-isooctane; mp 159°-163° C. Reactants: C(C)(C)(C)OC(=O)N1C[C@@H]2N(C(CO[C@@H]2C1)=O)N[C@H](C)C1=CC=CC=C1 (cis-8-tert-Butoxycarbonyl-5-[(1R)-1-phenylethylamino]-4-oxo-2-oxa-5,8-diazabicyclo[4.3.0]nonane), O (water), C([O-])([O-])=O.[K+].[K+] (potassium carbonate), ice. The solvent is O1CCCC1 (tetrahydrofuran). Run at temperature 5 celsius, time 3 day. Product: C(C)(C)(C)OC(=O)N1C[C@@H]2N(CCO[C@@H]2C1)N[C@H](C)C1=CC=CC=C1 (cis-8-tert-Butoxycarbonyl-5-[(1R)-1-phenylethylamino]-2-oxa-5,8-diazabicyclo[4.3.0]nonane). RXN SMILES: [C:1]([O:5][C:6]([N:8]1[CH2:16][C@@H:15]2[C@@H:10]([N:11]([NH:18][C@@H:19]([C:21]3[CH:26]=[CH:25][CH:24]=[CH:23][CH:22]=3)[CH3:20])[C:12](=O)[CH2:13][O:14]2)[CH2:9]1)=[O:7])([CH3:4])([CH3:3])[CH3:2].O.C(=O)([O-])[O-].[K+].[K+]>O1CCCC1>[C:1]([O:5][C:6]([N:8]1[CH2:16][C@@H:15]2[C@@H:10]([N:11]([NH:18][C@@H:19]([C:21]3[CH:22]=[CH:23][CH:24]=[CH:25][CH:26]=3)[CH3:20])[CH2:12][CH2:13][O:14]2)[CH2:9]1)=[O:7])([CH3:2])([CH3:3])[CH3:4] |f:2.3.4|. Reported procedure: To a solution of 191 mg of cis-8-tert-butoxycarbonyl-5-[(1R)-1-phenylethylamino]-4-oxo-2-oxa-5,8-diazabicyclo[4.3.0]nonane 13a in 6 ml of tetrahydrofuran was added 1 ml of 1M diborane tetrahydrofuran complex dropwise. The mixture was stirred at 5° C. for 3 days. To an ice-cooled reaction mixture was added 15 ml of water and 10 ml of saturated potassium carbonate aqueous solution, and the mixture was stirred. The mixture was extracted by chloroform and the organic layer was separated. The organic... The reactants are C1(CCC1)COC1=C2C=C(NC2=CC=C1)C(=O)O (4-Cyclobutylmethoxy-1H-indole-2-carboxylic acid), NC1CCC(CC1)(O)CCN1C[C@@H]([C@H](CC1)O)C ((3S,4S)-1-[2-(4-Amino-1-hydroxy-cyclohexyl)-ethyl]-3-methyl-piperidin-4-ol), CCN(C(C)C)C(C)C (DIEA), CN(C)C(=[N+](C)C)ON1C2=C(C=CC=C2)N=N1.[B-](F)(F)(F)F (TBTU). Run in CN(C)C=O (DMF). Reaction conditions: time 2 hour. Yields the product OC1(CCC(CC1)NC(=O)C=1NC2=CC=CC(=C2C1)OCC1CCC1)CCN1C[C@@H]([C@H](CC1)O)C (4-Cyclobutylmethoxy-1H-indole-2-carboxylic acid {4-hydroxy-4-[2-((3S,4S)-4-hydroxy-3-methyl-piperidin-1-yl)-ethyl]-cyclohexyl}-amide). As a reaction SMILES: [CH:1]1([CH2:5][O:6][C:7]2[CH:15]=[CH:14][CH:13]=[C:12]3[C:8]=2[CH:9]=[C:10]([C:16]([OH:18])=O)[NH:11]3)[CH2:4][CH2:3][CH2:2]1.[NH2:19][CH:20]1[CH2:25][CH2:24][C:23]([CH2:27][CH2:28][N:29]2[CH2:34][CH2:33][C@H:32]([OH:35])[C@@H:31]([CH3:36])[CH2:30]2)([OH:26])[CH2:22][CH2:21]1.CCN(C(C)C)C(C)C.CN(C(ON1N=NC2C=CC=CC1=2)=[N+](C)C)C.[B-](F)(F)(F)F>CN(C=O)C>[OH:26][C:23]1([CH2:27][CH2:28][N:29]2[CH2:34][CH2:33][C@H:32]([OH:35])[C@@H:31]([CH3:36])[CH2:30]2)[CH2:24][CH2:25][CH:20]([NH:19][C:16]([C:10]2[NH:11][C:12]3[C:8]([CH:9]=2)=[C:7]([O:6][CH2:5][CH:1]2[CH2:2][CH2:3][CH2:4]2)[CH:15]=[CH:14][CH:13]=3)=[O:18])[CH2:21][CH2:22]1 |f:3.4|. Procedure: A solution of 4-cyclobutylmethoxy-1H-indole-2-carboxylic acid (16a) (140 mg, 0.383 mmol), (3S,4S)-1-[2-(4-amino-1-hydroxy-cyclohexyl)-ethyl]-3-methyl-piperidin-4-ol (14) (103 mg, 0.421 mmol) and DIEA (0.263 ml, 1.532 mmol) in 5 ml of DMF is treated with solid TBTU (139 mg, 0.421 mmol). The mixture is stirred for 2 h at rt and then evaporated. The crude residue is dissolved in EtOAc and extracted with 1M-HCl. The aqueous layer is separated, its pH adjusted to 14 and extracted 3-times with DCM. Th...